describe an organic reaction: reactants, conditions, products, and yield From a dataset of the Open Reaction Database (ORD), a public repository of structured organic reaction records. Starting materials: FC1=NC=C(C=C1C1=NC(=NC(=N1)C)SC)CN1CCN(CC1)S(=O)(=O)C (2-(2-fluoro-5-((4-(methylsulfonyl)piperazin-1-yl)methyl)pyridin-3-yl)-4-methyl-6-(methylthio)-1,3,5-triazine), COC=1C=C(C=NC1)N (5-methoxypyridin-3-amine), CN(C)C=O (DMF), [Li+].C[Si](C)(C)[N-][Si](C)(C)C (LiHMDS), C1CCOC1 (THF), N (ammonia), CC(C)O (IPA). Solvent: O (water), C(C)(=O)OCC (ethyl acetate). Reaction conditions: time 1 hour. Product: COC=1C=C(C=NC1)NC1=NC=C(C=C1C1=NC(=NC(=N1)C)N)CN1CCN(CC1)S(=O)(=O)C (4-(2-(5-methoxypyridin-3-ylamino)-5-((4-(methylsulfonyl)piperazin-1-yl)methyl)pyridin-3-yl)-6-methyl-1,3,5-triazin-2-amine). Yield: 18.8%. RXN SMILES: F[C:2]1[C:7]([C:8]2[N:13]=[C:12]([CH3:14])[N:11]=[C:10](SC)[N:9]=2)=[CH:6][C:5]([CH2:17][N:18]2[CH2:23][CH2:22][N:21]([S:24]([CH3:27])(=[O:26])=[O:25])[CH2:20][CH2:19]2)=[CH:4][N:3]=1.[CH3:28][O:29][C:30]1[CH:31]=[C:32]([NH2:36])[CH:33]=[N:34][CH:35]=1.C[N:38](C=O)C.[Li+].C[Si]([N-][Si](C)(C)C)(C)C.C1COCC1.N.CC(O)C>O.C(OCC)(=O)C>[CH3:28][O:29][C:30]1[CH:31]=[C:32]([NH:36][C:2]2[C:7]([C:8]3[N:13]=[C:12]([CH3:14])[N:11]=[C:10]([NH2:38])[N:9]=3)=[CH:6][C:5]([CH2:17][N:18]3[CH2:23][CH2:22][N:21]([S:24]([CH3:27])(=[O:25])=[O:26])[CH2:20][CH2:19]3)=[CH:4][N:3]=2)[CH:33]=[N:34][CH:35]=1 |f:3.4|. Procedure details: A stirred solution of 2-(2-fluoro-5-((4-(methylsulfonyl)piperazin-1-yl)methyl)pyridin-3-yl)-4-methyl-6-(methylthio)-1,3,5-triazine (200 mg, 0.485 mmol) and 5-methoxypyridin-3-amine (Astatech, Inc., 90 mg, 0.727 mmol) in DMF (5.00 mL, 1.000 mmol) was treated with 1.0 M LiHMDS in THF (1.939 mL, 1.939 mmol) at 0° C. and the mixture was stirred for 1 h. The reaction mixture was diluted with water (10 mL each) and ethyl acetate (15 mL). The separated aqueous layer was extracted with ethyl acetate (2×... The reactants are ClC1CC2=C(OC3=C1C=C(C=C3)C)C=CC(=C2)C (10-chloro-10,11-dihydro-2,8-dimethyl-dibenz[b,f]oxepin), N1(CCNCC1)CCN1C(OCC1)=O (3-[2-(1-piperazinyl)-ethyl]-2-oxazolidinone). Product: CC1=CC2=C(OC3=C(C(C2)N2CCN(CC2)CCN2C(OCC2)=O)C=C(C=C3)C)C=C1 (3-[2-{4-[10,11-dihydro2,8-dimethyl-dibenz[b,f]oxepin-10-yl]-1-piperazinyl}-ethyl]-2-oxazolidinone). Reaction SMILES: Cl[CH:2]1[C:8]2[CH:9]=[C:10]([CH3:13])[CH:11]=[CH:12][C:7]=2[O:6][C:5]2[CH:14]=[CH:15][C:16]([CH3:18])=[CH:17][C:4]=2[CH2:3]1.[N:19]1([CH2:25][CH2:26][N:27]2[CH2:31][CH2:30][O:29][C:28]2=[O:32])[CH2:24][CH2:23][NH:22][CH2:21][CH2:20]1>>[CH3:18][C:16]1[CH:15]=[CH:14][C:5]2[O:6][C:7]3[CH:12]=[CH:11][C:10]([CH3:13])=[CH:9][C:8]=3[CH:2]([N:22]3[CH2:23][CH2:24][N:19]([CH2:25][CH2:26][N:27]4[CH2:31][CH2:30][O:29][C:28]4=[O:32])[CH2:20][CH2:21]3)[CH2:3][C:4]=2[CH:17]=1. Reported procedure: In a manner analogous to that described in the preceding paragraph, by reacting 10-chloro-10,11-dihydro-2,8-dimethyl-dibenz[b,f]oxepin with 3-[2-(1-piperazinyl)-ethyl]-2-oxazolidinone there is obtained 3-[2-{4-[10,11-dihydro2,8-dimethyl-dibenz[b,f]oxepin-10-yl]-1-piperazinyl}-ethyl]-2-oxazolidinone having a melting point of 175°-176° C. The reactants are NC1=C(C(=O)O)C=CC(=C1)Cl (2-amino-4-chlorobenzoic acid), P(=O)(Cl)(Cl)Cl (phosphorous oxychloride), C1(=CC=CC=C1)C1CCC(CC1)=O (4-phenylcyclohexanone). Run in CCOCC (ether). Yields the product O.ClC=1C=C2N=C3CCC(CC3=C(C2=CC1)Cl)C1=CC=CC=C1.ClC=1C=C2N=C3CCC(CC3=C(C2=CC1)Cl)C1=CC=CC=C1 (6,9-Dichloro-1,2,3,4-tetrahydro-2-phenylacridine, hemihydrate). Isolated yield 70.0%. As a reaction SMILES: [NH2:1][C:2]1[CH:10]=[C:9]([Cl:11])[CH:8]=[CH:7][C:3]=1[C:4](O)=[O:5].P(Cl)(Cl)([Cl:14])=O.[C:17]1([CH:23]2[CH2:28][CH2:27][C:26](=O)[CH2:25][CH2:24]2)[CH:22]=[CH:21][CH:20]=[CH:19][CH:18]=1>CCOCC>[OH2:5].[Cl:11][C:9]1[CH:10]=[C:2]2[C:3](=[CH:7][CH:8]=1)[C:4]([Cl:14])=[C:25]1[C:26]([CH2:27][CH2:28][CH:23]([C:17]3[CH:18]=[CH:19][CH:20]=[CH:21][CH:22]=3)[CH2:24]1)=[N:1]2.[Cl:11][C:9]1[CH:10]=[C:2]2[C:3](=[CH:7][CH:8]=1)[C:4]([Cl:14])=[C:25]1[C:26]([CH2:27][CH2:28][CH:23]([C:17]3[CH:18]=[CH:19][CH:20]=[CH:21][CH:22]=3)[CH2:24]1)=[N:1]2 |f:4.5.6|. Procedure details: To a slurry of 15 g (0.0874 mol) of 2-amino-4-chlorobenzoic acid and 150 ml of phosphorous oxychloride is added dropwise 15 g (0.0871 mol) of 4-phenylcyclohexanone. The mixture is stirred at reflux for 3 hours and then concentrated in vacuo. The residue is dissolved in methylene chloride and added slowly to an ice-NH4OH mixture. The mixture is stirred for 1/2 hour and extracted with methylene chloride. The combined extracts are washed with water, dried over Na2SO4, and concentrated in vacuo to y...